This data is from the Open Reaction Database (ORD), a public repository of structured organic reaction records. The task is: describe an organic reaction: reactants, conditions, products, and yield Starting materials: C1CCNC1, CC(=O)O, [Cl-], C#CCNC(=O)C(F)(F)F, C1COCCO1. Yields the product Cl, O=C(NCC#CCN1CCCC1)C(F)(F)F. As a reaction SMILES: [CH2:11]1[CH2:12][CH2:13][NH:14][CH2:15]1.[CH3:16][C:17](=[O:18])[OH:19].[Cl-:20].[F:1][C:2]([C:3](=[O:4])[NH:5][CH2:6][C:7]#[CH:8])([F:9])[F:10].[O:21]1[CH2:22][CH2:23][O:24][CH2:25][CH2:26]1>>[ClH:20].[F:1][C:2]([C:3](=[O:4])[NH:5][CH2:6][C:7]#[C:8][CH2:16][N:14]1[CH2:13][CH2:12][CH2:11][CH2:15]1)([F:9])[F:10].